From a dataset of the Open Reaction Database (ORD), a public repository of structured organic reaction records. describe an organic reaction: reactants, conditions, products, and yield Reactants: CN(C)C=O, CCOC(C)=O, ClCC1OCCO1, [H-], [Na+], c1cnc2c(c1)OCCN2, O. The product is c1cnc2c(c1)OCCN2CC1OCCO1. RXN SMILES: [CH3:21][N:22]([CH3:23])[CH:24]=[O:25].[CH3:26][CH2:27][O:28][C:29](=[O:30])[CH3:31].[Cl:13][CH2:14][CH:15]1[O:16][CH2:17][CH2:18][O:19]1.[H-:11].[Na+:12].[O:1]1[c:2]2[c:3]([n:7][cH:8][cH:9][cH:10]2)[NH:4][CH2:5][CH2:6]1.[OH2:20]>>[O:1]1[c:2]2[c:3]([n:7][cH:8][cH:9][cH:10]2)[N:4]([CH2:14][CH:15]2[O:16][CH2:17][CH2:18][O:19]2)[CH2:5][CH2:6]1. The reactants are C(C)(C)(C)C1=NN(C(=C1)CN)C1=CC(=CC=C1)Cl ((3-tert-butyl-1-(3-chlorophenyl)-1H-pyrazol-5-yl)methanamine), TEA, FC=1C=C(C=CC1OCCOC)NC(OC1=CC=CC=C1)=O (phenyl 3-fluoro-4-(2-methoxyethoxy)phenylcarbamate). Run in CC#N (MeCN). Product: C(C)(C)(C)C=1C=C(N(N1)C1=CC(=CC=C1)Cl)CNC(=O)NC1=CC(=C(C=C1)OCCOC)F (1-[[5-tert-Butyl-2-(3-chlorophenyl)-2H-pyrazol-3-yl]-methyl]-3-[3-fluoro-4-(2-methoxy-ethoxy)-phenyl]-urea). As a reaction SMILES: [C:1]([C:5]1[CH:9]=[C:8]([CH2:10][NH2:11])[N:7]([C:12]2[CH:17]=[CH:16][CH:15]=[C:14]([Cl:18])[CH:13]=2)[N:6]=1)([CH3:4])([CH3:3])[CH3:2].[F:19][C:20]1[CH:21]=[C:22]([NH:31][C:32](=O)[O:33]C2C=CC=CC=2)[CH:23]=[CH:24][C:25]=1[O:26][CH2:27][CH2:28][O:29][CH3:30]>CC#N>[C:1]([C:5]1[CH:9]=[C:8]([CH2:10][NH:11][C:32]([NH:31][C:22]2[CH:23]=[CH:24][C:25]([O:26][CH2:27][CH2:28][O:29][CH3:30])=[C:20]([F:19])[CH:21]=2)=[O:33])[N:7]([C:12]2[CH:17]=[CH:16][CH:15]=[C:14]([Cl:18])[CH:13]=2)[N:6]=1)([CH3:4])([CH3:2])[CH3:3]. Procedure: To a stirred solution of (3-tert-butyl-1-(3-chlorophenyl)-1H-pyrazol-5-yl)methanamine (synthesis described for example A18) (81 mg, 0.31 mmol, 1.0 eq.) in MeCN (7 mL) was added TEA (0.17 mL, 1.2 mmol, 4.0 eq.) followed by phenyl 3-fluoro-4-(2-methoxyethoxy)phenylcarbamate (95 mg, 0.31 mmol, 1.0 eq.) at RT and stirred at reflux for 16 h. The solvent was evaporated under vacuum. The crude product obtained was purified by column chromatography (eluent EtOAc/n-hexane 1:1) to yield example A17 (121 m...